From a dataset of the Open Reaction Database (ORD), a public repository of structured organic reaction records. describe an organic reaction: reactants, conditions, products, and yield Starting materials: CO (methanol), B(Br)(Br)Br (BBr3), C1(=CC=CC=C1)S(=O)(=O)NC(CC(=O)OCC)C1=CC(=CC=C1)OC (Ethyl 3-benzenesulphonylamino-3-(3-methoxyphenyl)-propionate). The solvent is ClCCl (dichloromethane), ClCCl (dichloromethane). Reaction conditions: time 3 hour. The product is C1(=CC=CC=C1)S(=O)(=O)NC(CC(=O)OC)C1=CC(=CC=C1)O (Methyl 3-benzenesulphonylamino-3-(3-hydroxyphenyl)-propionate). Reaction SMILES: B(Br)(Br)Br.[C:5]1([S:11]([NH:14][CH:15]([C:22]2[CH:27]=[CH:26][CH:25]=[C:24]([O:28]C)[CH:23]=2)[CH2:16][C:17]([O:19][CH2:20]C)=[O:18])(=[O:13])=[O:12])[CH:10]=[CH:9][CH:8]=[CH:7][CH:6]=1.CO>ClCCl>[C:5]1([S:11]([NH:14][CH:15]([C:22]2[CH:27]=[CH:26][CH:25]=[C:24]([OH:28])[CH:23]=2)[CH2:16][C:17]([O:19][CH3:20])=[O:18])(=[O:12])=[O:13])[CH:6]=[CH:7][CH:8]=[CH:9][CH:10]=1. Procedure details: A solution of BBr3 in dichloromethane (1M) was added at −78° C. to a solution of 2.0 g of (8c) in 50 ml of dichloromethane. After stirring at room temperature for 3 hours, the solution was cooled to −78° C. and 100 ml of methanol were then added. The mixture was stirred at room temperature overnight and then concentrated. Reactants: phosphonyl chloride, O (water), 1-6, OC1C2=CC3=C(SC(S3)=S)C=C2C(C=2C3C=CC(C12)CC3)O (5,10-dihydroxy-5,10-dihydro-6,9-dihydro-6,9-ethanoanthra[2,3-d] [1,3]dithiol-2-thione). The solvent is N1=CC=CC=C1 (pyridine). Run at temperature 0 celsius, time 2 hour. The product is S1C(SC2=C1C=C1C=C3C4C=CC(C3=CC1=C2)CC4)=S (6,9-dihydro-6,9-ethanoanthra[2,3-d] [1,3]dithiol-2-thione). RXN SMILES: O.O[CH:3]1[C:20]2[CH:19]3[CH2:21][CH2:22][CH:16]([CH:17]=[CH:18]3)[C:15]=2[CH:14](O)[C:13]2[C:4]1=[CH:5][C:6]1[S:10][C:9](=[S:11])[S:8][C:7]=1[CH:12]=2>N1C=CC=CC=1>[S:8]1[C:7]2[CH:12]=[C:13]3[C:4](=[CH:5][C:6]=2[S:10][C:9]1=[S:11])[CH:3]=[C:20]1[C:15]([CH:16]2[CH2:22][CH2:21][CH:19]1[CH:18]=[CH:17]2)=[CH:14]3. Procedure details: In pyridine (30 mL), the 5,10-dihydroxy-5,10-dihydro-6,9-dihydro-6,9-ethanoanthra[2,3-d] [1,3]dithiol-2-thione: 1-6 (1.03 g) was dissolved, and cooled to 0° C. in an ice bath. Thereafter, phosphonyl chloride (0.81 mL) was added in the cooled mixture, and stirred for 2 hours. After completion of the reaction, the mixture was poured into iced water, and then the obtained precipitate was recovered through filtration. Starting materials: C([O-])([O-])=O.[K+].[K+] (Potassium carbonate), N1CCC(CC1)N1C=CC2=CC=C(C=C12)CNC(C)=O (1-(piperidin-4-yl)-6-acetamidomethylindole), BrCCC=1C=NC=CC1 (3-(2-bromoethyl)pyridine), resultant mixture. The solvent is CN(C=O)C (N,N-dimethylformamide). The product is N1=CC(=CC=C1)CCN1CCC(CC1)N1C=CC2=CC=C(C=C12)CNC(C)=O (1-{1-[2-(3-Pyridyl)ethyl]piperidin-4-yl}-6-acetamidomethylindole). Isolated yield 43.2%. Reaction SMILES: C(=O)([O-])[O-].[K+].[K+].[NH:7]1[CH2:12][CH2:11][CH:10]([N:13]2[C:21]3[C:16](=[CH:17][CH:18]=[C:19]([CH2:22][NH:23][C:24](=[O:26])[CH3:25])[CH:20]=3)[CH:15]=[CH:14]2)[CH2:9][CH2:8]1.Br[CH2:28][CH2:29][C:30]1[CH:31]=[N:32][CH:33]=[CH:34][CH:35]=1>CN(C)C=O>[N:32]1[CH:33]=[CH:34][CH:35]=[C:30]([CH2:29][CH2:28][N:7]2[CH2:8][CH2:9][CH:10]([N:13]3[C:21]4[C:16](=[CH:17][CH:18]=[C:19]([CH2:22][NH:23][C:24](=[O:26])[CH3:25])[CH:20]=4)[CH:15]=[CH:14]3)[CH2:11][CH2:12]2)[CH:31]=1 |f:0.1.2|. Procedure: Potassium carbonate (0.5 g) was added to a solution of 1-(piperidin-4-yl)-6-acetamidomethylindole (0.10 g) obtained in Example 386-1) and 3-(2-bromoethyl)pyridine (0.07 g) obtained in Production Example 26-2 in N,N-dimethylformamide (5 ml) and the resultant mixture was stirred at 70° C. for 6 hr. Then the reaction mixtures were concentrated under reduced pressure and the residue was partitioned between ethyl acetate (40 ml) and water (15 ml) followed by extraction with ethyl acetate. The ethyl a... Starting materials: [Al+3].[Cl-].[Cl-].[Cl-] (AlCl3), C1(=CC=CC=C1)C (toluene), C1(=CC=CC=C1)C1=C(CC(C(=O)O)CC)C=CC=C1 ((±)-2-(2-phenylbenzyl)butyric acid), S(=O)(Cl)Cl (thionyl chloride), ice, Cl (HCl). Reaction conditions: temperature 80 celsius. Yields the product C(C)C1C(C2=CC=CC(=C2C1)C1=CC=CC=C1)=O ((±)-2-Ethyl-4-phenyl-1-indanone). Yield: 85.0%. Reaction SMILES: [C:1]1([C:7]2[CH:19]=[CH:18][CH:17]=[CH:16][C:8]=2CC(CC)C(O)=O)[CH:6]=[CH:5][CH:4]=[CH:3][CH:2]=1.S(Cl)(Cl)=[O:21].[Al+3].[Cl-].[Cl-].[Cl-].Cl.[C:29]1([CH3:35])[CH:34]=CC=[CH:31][CH:30]=1>>[CH2:30]([CH:29]1[CH2:35][C:8]2[C:16](=[CH:17][CH:18]=[CH:19][C:7]=2[C:1]2[CH:6]=[CH:5][CH:4]=[CH:3][CH:2]=2)[C:34]1=[O:21])[CH3:31] |f:2.3.4.5|. Procedure: A solution of 236 g (0.93 mol) of 13 in 81 cm3 (1.2 mol) of thionyl chloride was stirred at room temperature for 18 hours. Excess thionyl chloride was removed at 10 mbar and the oily residue was freed from adhering residues of thionyl chloride by repeated dissolution in 200 cm3 of toluene in each case and stripping off in vacuo. The acid chloride was taken up in 400 cm3 of toluene and added dropwise at 10° C. to a suspension of 133 g (1.0 mol) of AlCl3 in 2000 cm3 of toluene. The reaction mixtur... Conditions: time 1 hour. The solvent is CO (MeOH), CO (MeOH), CO (MeOH). Reported procedure: To a slurry of tert-butyl 1-(6-(5-(2-chloro-6-fluorophenyl)-1-tosyl-1H-indol-3-yl)pyrazin-2-yl)piperidin-4-ylcarbamate (0.186 g, 0.275 mmol) in 2 mL MeOH was added sodium methanolate 25 wt % in MeOH (0.126 mL, 0.550 mmol). 2 mL THF was added. The cloudy mixture was sealed and stirred rapidly. After 1 h, additional sodium methanolate 25 wt % in MeOH (0.126 mL, 0.550 mmol) was added. The reaction became a clear, orange solution. After 2 h, the reaction was concentrated under a stream of N2, and th... Isolated yield 72.4%. The reactants are C[O-].[Na+] (sodium methanolate), ClC1=C(C(=CC=C1)F)C=1C=C2C(=CN(C2=CC1)S(=O)(=O)C1=CC=C(C)C=C1)C1=CN=CC(=N1)N1CCC(CC1)NC(OC(C)(C)C)=O (tert-butyl 1-(6-(5-(2-chloro-6-fluorophenyl)-1-tosyl-1H-indol-3-yl)pyrazin-2-yl)piperidin-4-ylcarbamate), C[O-].[Na+] (sodium methanolate), C1CCOC1 (THF). Product: ClC1=C(C(=CC=C1)F)C=1C=C2C(=CNC2=CC1)C1=CN=CC(=N1)N1CCC(CC1)NC(OC(C)(C)C)=O (tert-butyl 1-(6-(5-(2-chloro-6-fluorophenyl)-1H-indol-3-yl)pyrazin-2-yl)piperidin-4-ylcarbamate). Reaction SMILES: [Cl:1][C:2]1[CH:7]=[CH:6][CH:5]=[C:4]([F:8])[C:3]=1[C:9]1[CH:10]=[C:11]2[C:15](=[CH:16][CH:17]=1)[N:14](S(C1C=CC(C)=CC=1)(=O)=O)[CH:13]=[C:12]2[C:28]1[N:33]=[C:32]([N:34]2[CH2:39][CH2:38][CH:37]([NH:40][C:41](=[O:47])[O:42][C:43]([CH3:46])([CH3:45])[CH3:44])[CH2:36][CH2:35]2)[CH:31]=[N:30][CH:29]=1.C[O-].[Na+].C1COCC1>CO>[Cl:1][C:2]1[CH:7]=[CH:6][CH:5]=[C:4]([F:8])[C:3]=1[C:9]1[CH:10]=[C:11]2[C:15](=[CH:16][CH:17]=1)[NH:14][CH:13]=[C:12]2[C:28]1[N:33]=[C:32]([N:34]2[CH2:35][CH2:36][CH:37]([NH:40][C:41](=[O:47])[O:42][C:43]([CH3:45])([CH3:44])[CH3:46])[CH2:38][CH2:39]2)[CH:31]=[N:30][CH:29]=1 |f:1.2|. The reagents and catalysts are C1=CC=C(C=C1)P([C-]2C=CC=C2)C3=CC=CC=C3.C1=CC=C(C=C1)P([C-]2C=CC=C2)C3=CC=CC=C3.Cl[Pd]Cl.[Fe+2] ([1,1′-bis(diphenylphosphino)ferrocene]dichloropalladium(II)). Conditions: time 2.5 hour. Reported procedure: Potassium acetate (1.383 g, 14.09 mmol), [1,1′-bis(diphenylphosphino)ferrocene]dichloropalladium(II) (168 mg, 0.230 mmol), bis(pinacolato)diboron (1.40 g, 5.49 mmol), and 2-(5-bromopyridin-2-yl)propan-2-ol (1.099 g, 5.086 mmol) were combined in a microwave tube equipped with a stir bar. The headspace was exchanged for dry nitrogen (×3), and 1,4-dioxane (10 mL) was added. The vessel was lowered into a 90° C. oil bath, and stirred rapidly for 2.5 h. The mixture was cooled to room temperature and t... RXN SMILES: C([O-])(=O)C.[K+].B1(B2OC(C)(C)C(C)(C)O2)OC(C)(C)C(C)(C)O1.Br[C:25]1[CH:26]=[CH:27][C:28]([C:31]([OH:34])([CH3:33])[CH3:32])=[N:29][CH:30]=1.[CH3:35][Si:36]([CH3:76])([CH3:75])[CH2:37][CH2:38][O:39][CH2:40][N:41]([CH2:67][O:68][CH2:69][CH2:70][Si:71]([CH3:74])([CH3:73])[CH3:72])[C:42]1[N:47]2[N:48]=[CH:49][C:50](I)=[C:46]2[N:45]=[C:44]([CH:52]2[CH2:58][CH:57]3[N:59]([C:60]([O:62][C:63]([CH3:66])([CH3:65])[CH3:64])=[O:61])[CH:54]([CH2:55][CH2:56]3)[CH2:53]2)[CH:43]=1.C(=O)([O-])[O-].[Na+].[Na+]>C1C=CC(P(C2C=CC=CC=2)[C-]2C=CC=C2)=CC=1.C1C=CC(P(C2C=CC=CC=2)[C-]2C=CC=C2)=CC=1.Cl[Pd]Cl.[Fe+2].O1CCOCC1>[CH3:74][Si:71]([CH3:72])([CH3:73])[CH2:70][CH2:69][O:68][CH2:67][N:41]([CH2:40][O:39][CH2:38][CH2:37][Si:36]([CH3:35])([CH3:76])[CH3:75])[C:42]1[N:47]2[N:48]=[CH:49][C:50]([C:25]3[CH:30]=[N:29][C:28]([C:31]([OH:34])([CH3:33])[CH3:32])=[CH:27][CH:26]=3)=[C:46]2[N:45]=[C:44]([CH:52]2[CH2:58][CH:57]3[N:59]([C:60]([O:62][C:63]([CH3:66])([CH3:65])[CH3:64])=[O:61])[CH:54]([CH2:55][CH2:56]3)[CH2:53]2)[CH:43]=1 |f:0.1,5.6.7,8.9.10.11|. The solvent is O1CCOCC1 (1,4-dioxane), O1CCOCC1 (1,4-dioxane). Product: C[Si](CCOCN(C1=CC(=NC=2N1N=CC2C=2C=NC(=CC2)C(C)(C)O)C2CC1CCC(C2)N1C(=O)OC(C)(C)C)COCC[Si](C)(C)C)(C)C (tert-butyl 3-{7-(bis{[2-(trimethylsilyl)ethoxy]methyl}amino)-3-[6-(1-hydroxy-1-methylethyl)pyridin-3-yl]pyrazolo[1,5-a]pyrimidin-5-yl}-8-azabicyclo[3.2.1]octane-8-carboxylate). Reactants: C(C)(=O)[O-].[K+] (Potassium acetate), B1(OC(C(O1)(C)C)(C)C)B2OC(C(O2)(C)C)(C)C (bis(pinacolato)diboron), BrC=1C=CC(=NC1)C(C)(C)O (2-(5-bromopyridin-2-yl)propan-2-ol), C[Si](CCOCN(C1=CC(=NC=2N1N=CC2I)C2CC1CCC(C2)N1C(=O)OC(C)(C)C)COCC[Si](C)(C)C)(C)C (tert-butyl 3-[7-(bis{[2-(trimethylsilyl)ethoxy]methyl}amino)-3-iodopyrazolo[1,5-a]pyrimidin-5-yl]-8-azabicyclo[3.2.1]octane-8-carboxylate), C([O-])([O-])=O.[Na+].[Na+] (sodium carbonate). The yield is 56.2%.